This data is from the Open Reaction Database (ORD), a public repository of structured organic reaction records. The task is: describe an organic reaction: reactants, conditions, products, and yield The reactants are CSc1noc(C2CC2)c1C(=O)c1ccc(C(F)(F)F)cc1S(C)(=O)=O, O=C(OO)c1cccc(Cl)c1, ClCCl. Product: CS(=O)c1noc(C2CC2)c1C(=O)c1ccc(C(F)(F)F)cc1S(C)(=O)=O. RXN SMILES: [CH:1]1([c:4]2[c:5]([C:11]([c:12]3[c:13]([S:22](=[O:23])(=[O:24])[CH3:25])[cH:14][c:15]([C:18]([F:19])([F:20])[F:21])[cH:16][cH:17]3)=[O:26])[c:6]([S:9][CH3:10])[n:7][o:8]2)[CH2:2][CH2:3]1.[Cl:27][c:28]1[cH:29][cH:30][cH:31][c:32]([C:33]([O:34][OH:36])=[O:35])[cH:37]1.[Cl:38][CH2:39][Cl:40]>>[CH:1]1([c:4]2[c:5]([C:11]([c:12]3[c:13]([S:22](=[O:23])(=[O:24])[CH3:25])[cH:14][c:15]([C:18]([F:19])([F:20])[F:21])[cH:16][cH:17]3)=[O:26])[c:6]([S:9]([CH3:10])=[O:35])[n:7][o:8]2)[CH2:2][CH2:3]1. The reactants are C(C)OC(=O)OC1=C(C=C(C=C1)C=CC=CC(=O)OCC=C(C)CCC=C(C)CCC=C(C)C)OC (farnesyl 5-(4-ethoxycarbonyloxy-3-methoxyphenyl)-2,4-pentadienoate), O (water), C([O-])([O-])=O.[Na+].[Na+] (sodium carbonate), O (water), Cl (hydrochloric acid). Run in CO (methanol). Run at time 3 hour. Product: OC1=C(C=C(C=C1)C=CC=CC(=O)OCC=C(C)CCC=C(C)CCC=C(C)C)OC (farnesyl 5-(4-hydroxy-3-methoxyphenyl)-2,4-pentadienoate). Isolated yield 67.7%. As a reaction SMILES: C(OC([O:6][C:7]1[CH:12]=[CH:11][C:10]([CH:13]=[CH:14][CH:15]=[CH:16][C:17]([O:19][CH2:20][CH:21]=[C:22]([CH2:24][CH2:25][CH:26]=[C:27]([CH2:29][CH2:30][CH:31]=[C:32]([CH3:34])[CH3:33])[CH3:28])[CH3:23])=[O:18])=[CH:9][C:8]=1[O:35][CH3:36])=O)C.O.C(=O)([O-])[O-].[Na+].[Na+].Cl>CO>[OH:6][C:7]1[CH:12]=[CH:11][C:10]([CH:13]=[CH:14][CH:15]=[CH:16][C:17]([O:19][CH2:20][CH:21]=[C:22]([CH2:24][CH2:25][CH:26]=[C:27]([CH2:29][CH2:30][CH:31]=[C:32]([CH3:34])[CH3:33])[CH3:28])[CH3:23])=[O:18])=[CH:9][C:8]=1[O:35][CH3:36] |f:2.3.4|. Procedure: To a solution of 0.38 g of farnesyl 5-(4-ethoxycarbonyloxy-3-methoxyphenyl)-2,4-pentadienoate in 10 ml of methanol are added 2 ml of water and 0.08 g of sodium carbonate followed by stirring for 3 hours. To the reaction mixture is added 10 ml of water. The mixture is acidified with 1N hydrochloric acid and then extracted with chloroform. The organic layer is washed with saturated aqueous sodium chloride and dried over anhydrous sodium sulfate. The solvent is then distilled off under reduced pres...